This data is from the Open Reaction Database (ORD), a public repository of structured organic reaction records. The task is: describe an organic reaction: reactants, conditions, products, and yield Starting materials: C(CCC)(=O)C(C(=O)OCC)=CNC1=CSC=C1OC (ethyl 2-butyryl-3-(4-methoxy-3-thienylamino)-prop-2-enoate). Run in C1(=CC=CC=C1)OC1=CC=CC=C1 (diphenyl ether), petroleum ether. Run at time 20 minute. Yields the product COC1=CSC2=C1NC=C(C2=O)C(CCC)=O (3-Methoxy-6-butyrylthieno[3,2-b]pyridin-7(4H)-one). Reaction SMILES: [C:1]([C:6](=[CH:12][NH:13][C:14]1[C:18]([O:19][CH3:20])=[CH:17][S:16][CH:15]=1)[C:7]([O:9]CC)=O)(=[O:5])[CH2:2][CH2:3][CH3:4]>C1(OC2C=CC=CC=2)C=CC=CC=1>[CH3:20][O:19][C:18]1[C:14]2[NH:13][CH:12]=[C:6]([C:1](=[O:5])[CH2:2][CH2:3][CH3:4])[C:7](=[O:9])[C:15]=2[S:16][CH:17]=1. Procedure details: To a refluxing solution of diphenyl ether (200 ml) was added ethyl 2-butyryl-3-(4-methoxy-3-thienylamino)-prop-2-enoate (16 g, 0.0539 mol) portionwise. On completion of the addition refluxing was continued for a further 20 minutes. The reaction mixture was allowed to cool and then diluted with petroleum ether to give a pale yellow solid, 11.85 g, m.p. 222°-225°.